From a dataset of the Open Reaction Database (ORD), a public repository of structured organic reaction records. describe an organic reaction: reactants, conditions, products, and yield Starting materials: C(C)OC([C@H](CC1=CC=C(C=C1)OCCCOC1=CC=C(C=C1)I)OC)=O ((2S)-3-{4-[3-(4-iodo-phenoxy)-propoxy]-phenyl}-2-methoxy-propionic acid ethyl ester), N1C=CC2=CC(=CC=C12)B(O)O (5-indolyl-boronic acid), C([O-])([O-])=O.[Cs+].[Cs+] (cesium carbonate). The reagents and catalysts are C=1C=CC(=CC1)[P](C=2C=CC=CC2)(C=3C=CC=CC3)[Pd]([P](C=4C=CC=CC4)(C=5C=CC=CC5)C=6C=CC=CC6)([P](C=7C=CC=CC7)(C=8C=CC=CC8)C=9C=CC=CC9)[P](C=1C=CC=CC1)(C=1C=CC=CC1)C=1C=CC=CC1 (Pd(PPh3)4). Run in COCCOC (DME). Run at temperature 100 celsius, time 6 hour. The product is C(C)OC([C@H](CC1=CC=C(C=C1)OCCCOC1=CC=C(C=C1)C=1C=C2C=CNC2=CC1)OC)=O ((2S)-3-(4-{3-[4-(1H-Indol-5-yl)-phenoxy]-propoxy}-phenyl)-2-methoxy-propionic acid ethyl ester). RXN SMILES: [CH2:1]([O:3][C:4](=[O:27])[C@@H:5]([O:25][CH3:26])[CH2:6][C:7]1[CH:12]=[CH:11][C:10]([O:13][CH2:14][CH2:15][CH2:16][O:17][C:18]2[CH:23]=[CH:22][C:21](I)=[CH:20][CH:19]=2)=[CH:9][CH:8]=1)[CH3:2].[NH:28]1[C:36]2[C:31](=[CH:32][C:33](B(O)O)=[CH:34][CH:35]=2)[CH:30]=[CH:29]1.C(=O)([O-])[O-].[Cs+].[Cs+]>COCCOC.C1C=CC([P]([Pd]([P](C2C=CC=CC=2)(C2C=CC=CC=2)C2C=CC=CC=2)([P](C2C=CC=CC=2)(C2C=CC=CC=2)C2C=CC=CC=2)[P](C2C=CC=CC=2)(C2C=CC=CC=2)C2C=CC=CC=2)(C2C=CC=CC=2)C2C=CC=CC=2)=CC=1>[CH2:1]([O:3][C:4](=[O:27])[C@@H:5]([O:25][CH3:26])[CH2:6][C:7]1[CH:12]=[CH:11][C:10]([O:13][CH2:14][CH2:15][CH2:16][O:17][C:18]2[CH:23]=[CH:22][C:21]([C:33]3[CH:32]=[C:31]4[C:36](=[CH:35][CH:34]=3)[NH:28][CH:29]=[CH:30]4)=[CH:20][CH:19]=2)=[CH:9][CH:8]=1)[CH3:2] |f:2.3.4,^1:55,57,76,95|. Reported procedure: To a stirred mixture of (2S)-3-{4-[3-(4-iodo-phenoxy)-propoxy]-phenyl}-2-methoxy-propionic acid ethyl ester (0.10 mmol, 50 mg) (Step A), 5-indolyl-boronic acid (0.114 mmol, 18 mg) and powered cesium carbonate (0.23 mmol, 35 mg) in DME (0.5 mL) was added Pd(PPh3)4 (0.003 mmol, 4 mg). The mixture was flushed with nitrogen and maintained under nitrogen while being heated at reflux in a 100° C. oil bath. The mixture was stirred for 6 hours, and then cooled to room temperature and diluted with ethyl ...